From a dataset of the Open Reaction Database (ORD), a public repository of structured organic reaction records. describe an organic reaction: reactants, conditions, products, and yield Starting materials: COC(=O)c1ccc(C(=O)Cl)cc1, Nc1ccc2c(c1)CC(=O)N2, O, c1ccncc1. The product is COC(=O)c1ccc(C(=O)Nc2ccc3c(c2)CC(=O)N3)cc1. RXN SMILES: [CH3:12][O:13][C:14](=[O:15])[c:16]1[cH:17][cH:18][c:19]([C:20](=[O:21])[Cl:22])[cH:23][cH:24]1.[NH2:1][c:2]1[cH:3][c:4]2[c:8]([cH:9][cH:10]1)[NH:7][C:6](=[O:11])[CH2:5]2.[OH2:25].[cH:26]1[cH:27][cH:28][n:29][cH:30][cH:31]1>>[NH:1]([c:2]1[cH:3][c:4]2[c:8]([cH:9][cH:10]1)[NH:7][C:6](=[O:11])[CH2:5]2)[C:20]([c:19]1[cH:18][cH:17][c:16]([C:14]([O:13][CH3:12])=[O:15])[cH:24][cH:23]1)=[O:21]. Starting materials: CO, [K+], COC(=O)C(C(=O)OC)=C(N)c1cccc([N+](=O)[O-])c1, [OH-]. Product: COC(=O)C=C(N)c1cccc([N+](=O)[O-])c1. As a reaction SMILES: [CH3:23][OH:24].[K+:22].[NH2:1][C:2]([c:3]1[cH:4][c:5]([N+:9](=[O:10])[O-:11])[cH:6][cH:7][cH:8]1)=[C:12]([C:13](=[O:14])[O:15][CH3:16])[C:17]([O:18][CH3:19])=[O:20].[OH-:21]>>[NH2:1][C:2]([c:3]1[cH:4][c:5]([N+:9](=[O:10])[O-:11])[cH:6][cH:7][cH:8]1)=[CH:12][C:13](=[O:14])[O:15][CH3:16]. Reactants: C(C)(C)(C)OC(=O)N[C@H]1COC2=C(NC1=O)C=CC=C2 (3(S)-tert-butoxycarbonylamino-2,3,4,5-tetrahydro-1,5-benzoxazepine-4-one), C(C)(=O)OCC.Cl (hydrogen chloride-ethyl acetate). Conditions: time 3 hour. Product: Cl.N[C@H]1COC2=C(NC1=O)C=CC=C2 (3(S)-amino-2,3,4,5-tetrahydro-1,5-benzoxazepine-4-one hydrochloride). As a reaction SMILES: C(OC([NH:8][C@@H:9]1[C:15](=[O:16])[NH:14][C:13]2[CH:17]=[CH:18][CH:19]=[CH:20][C:12]=2[O:11][CH2:10]1)=O)(C)(C)C.C(OCC)(=O)C.[ClH:27]>>[ClH:27].[NH2:8][C@@H:9]1[C:15](=[O:16])[NH:14][C:13]2[CH:17]=[CH:18][CH:19]=[CH:20][C:12]=2[O:11][CH2:10]1 |f:1.2,3.4|. Reported procedure: In 30 ml of 5N hydrogen chloride-ethyl acetate solution is dissolved 5 g of 3(S)-tert-butoxycarbonylamino-2,3,4,5-tetrahydro-1,5-benzoxazepine-4-one, and the mixture is allowed to stand at room temperature for 3 hours. The deposited crystals are collected by filtration to give 3.8 g of 3(S)-amino-2,3,4,5-tetrahydro-1,5-benzoxazepine-4-one hydrochloride as a colorless needles, melting at 230°-240° C. (decomposition). The reactants are C(C)(C)(C)OC(=O)N1[C@@H](CC(C1)=NOC)C(=O)O ((2S,4EZ)-1-(tert-butoxycarbonyl)-4-(methoxyimino)-2-pyrrolidinecarboxylic acid), C1(=CC=C(C=C1)C(=O)Cl)C1=CC=CC=C1 ([1,1′-biphenyl]4-carbonyl chloride), O1COC2=C1C=CC(=C2)CN (1,3-benzodioxol-5-ylmethylamine). Product: O1COC2=C1C=CC(=C2)CNC(=O)[C@H]2N(CC(C2)=NOC)C(=O)C2=CC=C(C=C2)C2=CC=CC=C2 ((2S,4EZ)-N-(1,3-benzodioxol-5-ylmethyl)-1-([1,1′-biphenyl]-4-ylcarbonyl)-4-(methoxyimino)-2-pyrrolidinecarboxamide). Reaction SMILES: C(O[C:6]([N:8]1[CH2:12][C:11](=[N:13][O:14][CH3:15])[CH2:10][C@H:9]1[C:16]([OH:18])=O)=[O:7])(C)(C)C.[C:19]1([C:28]2[CH:33]=[CH:32][CH:31]=[CH:30][CH:29]=2)[CH:24]=[CH:23][C:22](C(Cl)=O)=[CH:21][CH:20]=1.[O:34]1[C:38]2[CH:39]=[CH:40][C:41]([CH2:43][NH2:44])=[CH:42][C:37]=2[O:36][CH2:35]1>>[O:34]1[C:38]2[CH:39]=[CH:40][C:41]([CH2:43][NH:44][C:16]([C@@H:9]3[CH2:10][C:11](=[N:13][O:14][CH3:15])[CH2:12][N:8]3[C:6]([C:31]3[CH:30]=[CH:29][C:28]([C:19]4[CH:20]=[CH:21][CH:22]=[CH:23][CH:24]=4)=[CH:33][CH:32]=3)=[O:7])=[O:18])=[CH:42][C:37]=2[O:36][CH2:35]1. Procedure: Following the general method as outlined in Example 22, starting from (2S,4EZ)-1-(tert-butoxycarbonyl)-4-(methoxyimino)-2-pyrrolidinecarboxylic acid, [1,1′-biphenyl]4-carbonyl chloride, and 1,3-benzodioxol-5-ylmethylamine the title compound was obtained in 64% purity by LC/MS. MS(ESI+): m/z=472.4. Starting materials: O (water), ClC1=CC=C(C2=CC=CC=C12)O (4-chloro-1-naphthol), CC(=O)C1=CC=C(C=C1)F (4-fluoroacetophenone), C([O-])([O-])=O.[K+].[K+] (potassium carbonate). Solvent: CN(C(C)=O)C (N,N-dimethylacetamide). Conditions: time 8 hour. Yields the product ClC1=CC=C(C2=CC=CC=C12)OC1=CC=C(C=C1)C(C)=O (4'-(4-chloro-1-naphthyloxy)acetophenone). As a reaction SMILES: [Cl:1][C:2]1[C:11]2[C:6](=[CH:7][CH:8]=[CH:9][CH:10]=2)[C:5]([OH:12])=[CH:4][CH:3]=1.[CH3:13][C:14]([C:16]1[CH:21]=[CH:20][C:19](F)=[CH:18][CH:17]=1)=[O:15].C(=O)([O-])[O-].[K+].[K+].O>CN(C)C(=O)C>[Cl:1][C:2]1[C:11]2[C:6](=[CH:7][CH:8]=[CH:9][CH:10]=2)[C:5]([O:12][C:19]2[CH:20]=[CH:21][C:16]([C:14](=[O:15])[CH3:13])=[CH:17][CH:18]=2)=[CH:4][CH:3]=1 |f:2.3.4|. Reported procedure: A mixture of 35.6 g of 4-chloro-1-naphthol, 27.62 g of 4-fluoroacetophenone, and 55.2 g of potassium carbonate in 250 ml of N,N-dimethylacetamide are heated under Argon with vigorous stirring at 150°-155° C overnight. After cooling to room temperature, 500 ml of water is added and the mixture is extracted with three 150 ml portions of benzene. The combined extracts are washed with two 150 ml portions of 5% NaOH, three 150 ml portions of 10% HCl, two 150 ml portions of water, 150 ml of saturated ... Reactants: C#Cc1cccc(C(=O)OCC)c1, C1CCOC1, CCCCCC, CC(C)NC(C)C, [Cu]I, CC1(C)COc2ccc(I)cc2OC1, Cl[Pd]Cl, c1ccc(P(c2ccccc2)c2ccccc2)cc1, c1ccc(P(c2ccccc2)c2ccccc2)cc1. The product is CCOC(=O)c1cccc(C#Cc2ccc3c(c2)OCC(C)(C)CO3)c1. As a reaction SMILES: [CH2:1]([CH3:2])[O:3][C:4]([c:5]1[cH:6][c:7]([C:11]#[CH:12])[cH:8][cH:9][cH:10]1)=[O:13].[CH2:28]1[O:29][CH2:30][CH2:31][CH2:32]1.[CH3:83][CH2:84][CH2:85][CH2:86][CH2:87][CH3:88].[CH:33]([NH:34][CH:35]([CH3:36])[CH3:37])([CH3:38])[CH3:39].[Cu:81][I:82].[I:14][c:15]1[cH:16][c:17]2[c:18]([cH:26][cH:27]1)[O:19][CH2:20][C:21]([CH3:24])([CH3:25])[CH2:22][O:23]2.[Pd:40]([Cl:41])[Cl:42].[c:43]1([P:44]([c:45]2[cH:46][cH:47][cH:48][cH:49][cH:50]2)[c:51]2[cH:52][cH:53][cH:54][cH:55][cH:56]2)[cH:57][cH:58][cH:59][cH:60][cH:61]1.[c:62]1([P:63]([c:64]2[cH:65][cH:66][cH:67][cH:68][cH:69]2)[c:70]2[cH:71][cH:72][cH:73][cH:74][cH:75]2)[cH:76][cH:77][cH:78][cH:79][cH:80]1>>[CH2:1]([CH3:2])[O:3][C:4]([c:5]1[cH:6][c:7]([C:11]#[C:12][c:15]2[cH:16][c:17]3[c:18]([cH:26][cH:27]2)[O:19][CH2:20][C:21]([CH3:24])([CH3:25])[CH2:22][O:23]3)[cH:8][cH:9][cH:10]1)=[O:13].